The task is: describe an organic reaction: reactants, conditions, products, and yield. This data is from the Open Reaction Database (ORD), a public repository of structured organic reaction records. Starting materials: FC1=C(C=CC=2N3C(COC21)=CSC3=S)F (6,7-Difluoro-1H,4H-thiazolo[4,3-c][1,4]benzoxazine-1-thione), C(C)I (ethyl iodide), C(CC(=O)OCC)(=O)OCC (diethyl malonate), C(C)#N (acetonitrile). The solvent is C(C)N(CC)CC (triethylamine). Run at time 5 hour. The product is FC1=C(C=CC=2N3C(COC21)=CSC3=C(C(=O)OCC)C(=O)OCC)F (diethyl (6,7-difluoro-1H,4H-thiazolo[4,3-c][1,4]benzoxazin-1-ylidene)malonate). The yield is 63.8%. RXN SMILES: [F:1][C:2]1[C:11]2[O:10][CH2:9][C:8]3=[CH:12][S:13][C:14](=S)[N:7]3[C:6]=2[CH:5]=[CH:4][C:3]=1[F:16].C(I)C.C(#N)C.[C:23]([O:31][CH2:32][CH3:33])(=[O:30])[CH2:24][C:25]([O:27][CH2:28][CH3:29])=[O:26]>C(N(CC)CC)C>[F:1][C:2]1[C:11]2[O:10][CH2:9][C:8]3=[CH:12][S:13][C:14](=[C:24]([C:25]([O:27][CH2:28][CH3:29])=[O:26])[C:23]([O:31][CH2:32][CH3:33])=[O:30])[N:7]3[C:6]=2[CH:5]=[CH:4][C:3]=1[F:16]. Procedure details: 6,7-Difluoro-1H,4H-thiazolo[4,3-c][1,4]benzoxazine-1-thione (0.4 g) prepared in Reference Example 18 and ethyl iodide (1.9 g) were added to acetonitrile (10 ml) and the mixture was stirred at 75° to 78° C. for 5 hours. Then diethyl malonate (0.5 g) and triethylamine (0.62 g) were added and the mixture was refluxed for 24 hours. After the reaction mixture was evaporated to dryness under reduced pressure, water was added to the residue and the mixture was extracted with chloroform. The extract was... Starting materials: CCOC(C)=O, CCCCCC, OC(c1ccccc1)(c1ccccc1)C12CCN(CC1)CC2, BrCCOc1ccccc1. The product is [Br-], OC(c1ccccc1)(c1ccccc1)C12CC[N+](CCOc3ccccc3)(CC1)CC2. Reaction SMILES: [CH3:33][CH2:34][O:35][C:36](=[O:37])[CH3:38].[CH3:39][CH2:40][CH2:41][CH2:42][CH2:43][CH3:44].[N:1]12[CH2:2][CH2:3][C:4]([C:9]([OH:10])([c:11]3[cH:12][cH:13][cH:14][cH:15][cH:16]3)[c:17]3[cH:18][cH:19][cH:20][cH:21][cH:22]3)([CH2:5][CH2:6]1)[CH2:7][CH2:8]2.[c:23]1([O:29][CH2:30][CH2:31][Br:32])[cH:24][cH:25][cH:26][cH:27][cH:28]1>>[Br-:32].[N+:1]12([CH2:31][CH2:30][O:29][c:23]3[cH:24][cH:25][cH:26][cH:27][cH:28]3)[CH2:2][CH2:3][C:4]([C:9]([OH:10])([c:11]3[cH:12][cH:13][cH:14][cH:15][cH:16]3)[c:17]3[cH:18][cH:19][cH:20][cH:21][cH:22]3)([CH2:5][CH2:6]1)[CH2:7][CH2:8]2. Reactants: CC(=O)OC(C)=O, Nc1ccc(NC(=O)OCc2ccccc2)c(O)c1, C1COCCO1. The product is CC(=O)Nc1ccc(NC(=O)OCc2ccccc2)c(O)c1. RXN SMILES: [CH3:1][C:2](=[O:3])[O:4][C:5](=[O:6])[CH3:7].[NH2:8][c:9]1[cH:10][cH:11][c:12]([NH:16][C:17](=[O:18])[O:19][CH2:20][c:21]2[cH:22][cH:23][cH:24][cH:25][cH:26]2)[c:13]([OH:15])[cH:14]1.[O:27]1[CH2:28][CH2:29][O:30][CH2:31][CH2:32]1>>[CH3:1][C:2](=[O:3])[NH:8][c:9]1[cH:10][cH:11][c:12]([NH:16][C:17](=[O:18])[O:19][CH2:20][c:21]2[cH:22][cH:23][cH:24][cH:25][cH:26]2)[c:13]([OH:15])[cH:14]1. Reactants: Cc1ccc(S(=O)(=O)Cl)cc1, O, OC1CCSC1, c1ccncc1. Yields the product Cc1ccc(S(=O)(=O)OC2CCSC2)cc1. As a reaction SMILES: [CH3:7][c:8]1[cH:9][cH:10][c:11]([S:14](=[O:15])(=[O:16])[Cl:17])[cH:12][cH:13]1.[OH2:18].[S:1]1[CH2:2][CH:3]([OH:6])[CH2:4][CH2:5]1.[cH:19]1[cH:20][cH:21][n:22][cH:23][cH:24]1>>[S:1]1[CH2:2][CH:3]([O:6][S:14]([c:11]2[cH:10][cH:9][c:8]([CH3:7])[cH:13][cH:12]2)(=[O:15])=[O:16])[CH2:4][CH2:5]1. The reactants are (E)-4-methyl-6-acetoxy-4-hexen-1-yltriphenylphosphonium iodide, O (water), C(C)(=O)OCC(CC\C=C(\CCC=C(C)C)/C)=O ((E)-6,10-dimethyl-2-oxo-5,9-undecadien-1-ol acetate), ice water. Run in O1CCCC1 (tetrahydrofuran), [OH-].[K+].C(C)O (potassium hydroxide ethanol), O1CCCC1 (tetrahydrofuran). Conditions: temperature -20 celsius, time 2 hour. Yields the product OC/C(=C/CC/C(=C/CO)/C)/CC\C=C(\CCC=C(C)C)/C ((E,E,E)-7-Hydroxymethyl-3,11,15-trimethyl-2,6,10,14-hexadecatetraen-1-ol). Reaction SMILES: C([O:4][CH2:5][C:6](=O)[CH2:7][CH2:8]/[CH:9]=[C:10](\[CH3:17])/[CH2:11][CH2:12][CH:13]=[C:14]([CH3:16])[CH3:15])(=O)C.[OH2:19]>O1CCCC1.[OH-].[K+].C(O)C>[OH:4][CH2:5]/[C:6](/[CH2:7][CH2:8]/[CH:9]=[C:10](\[CH3:17])/[CH2:11][CH2:12][CH:13]=[C:14]([CH3:15])[CH3:16])=[CH:7]/[CH2:8][CH2:9]/[C:10](/[CH3:17])=[CH:11]/[CH2:12][OH:19] |f:3.4.5|. Procedure: In 30 ml of anhydrous tetrahydrofuran was suspended 5.4 g of (E)-4-methyl-6-acetoxy-4-hexen-1-yltriphenylphosphonium iodide, and to this suspension was added dropwise two molar equivalents of a n-butyllithium-hexane solution at -20° C. in a stream of nitrogen. The mixture was stirred at -20° C. for 2 hours, and to this was further added 2.5 g of (E)-6,10-dimethyl-2-oxo-5,9-undecadien-1-ol acetate (prepared in Referential example 2) in 10 ml of anhydrous tetrahydrofuran. The resulting mixture was... Starting materials: [F-].C(CCC)[N+](CCCC)(CCCC)CCCC (tetra-n-butylammonium fluoride), [Si](C)(C)(C(C)(C)C)O[C@H]1C[C@@H](CC2=CC=C3[C@@H]4CC=C([C@@H](C)O)[C@]4(CC[C@@H]3[C@@]12C)C)O[Si](C)(C)C(C)(C)C (1α,3β-bis(tert-butyldimethylsilyloxy)-20(R)-hydroxypregna-5,7,16-triene), CC(C)([O-])C.[K+] (potassium t-butoxide), C1COC2=CC=CC=C2OCCOCCOC3=CC=CC=C3OCCO1 (dibenzo-18-crown-6), O1C[C@@H]1C(C)CC ((S)-(+)-1,2-epoxy-3-ethylbutane), [Si](C)(C)(C(C)(C)C)O[C@H]1C[C@@H](CC2=CC=C3[C@@H]4CC=C([C@@H](C)OC[C@H](C(C)C)O)[C@]4(CC[C@@H]3[C@@]12C)C)O[Si](C)(C)C(C)(C)C (1α,3β-bis(tert-butyldimethylsilyloxy)-20(R)-{2(S)-hydroxy-3-methylbutyloxy}pregna-5,7,16-triene). Run in O1CCCC1 (tetrahydrofuran), O1CCCC1 (tetrahydrofuran), C1(=CC=CC=C1)C (toluene). Yields the product O[C@H]1C[C@@H](CC2=CC=C3[C@@H]4CC=C([C@@H](C)OC[C@H](C(C)C)O)[C@]4(CC[C@@H]3[C@@]12C)C)O (1α,3β-Dihydroxy-20(R)-{2(S)-hydroxy-3-methylbutyloxy}pregna-5,7,16-triene). Yield: 61.3%. Reaction SMILES: [Si](O[C@@H]1[C@@]2(C)C(=CC=C3[C@@H]2CC[C@@]2(C)[C@H]3CC=C2[C@H](O)C)C[C@@H](O[Si](C(C)(C)C)(C)C)C1)(C(C)(C)C)(C)C.CC(C)([O-])C.[K+].C1OCCOC2C(=CC=CC=2)OCCOCCOC2C(=CC=CC=2)OC1.O1[C@@H](C(CC)C)C1.[Si]([O:85][C@@H:86]1[C@@:111]2([CH3:112])[C:90](=[CH:91][CH:92]=[C:93]3[C@@H:110]2[CH2:109][CH2:108][C@@:107]2([CH3:113])[C@H:94]3[CH2:95][CH:96]=[C:97]2[C@H:98]([O:100][CH2:101][C@@H:102]([OH:106])[CH:103]([CH3:105])[CH3:104])[CH3:99])[CH2:89][C@@H:88]([O:114][Si](C(C)(C)C)(C)C)[CH2:87]1)(C(C)(C)C)(C)C.[F-].C([N+](CCCC)(CCCC)CCCC)CCC>O1CCCC1.C1(C)C=CC=CC=1>[OH:85][C@@H:86]1[C@@:111]2([CH3:112])[C:90](=[CH:91][CH:92]=[C:93]3[C@@H:110]2[CH2:109][CH2:108][C@@:107]2([CH3:113])[C@H:94]3[CH2:95][CH:96]=[C:97]2[C@H:98]([O:100][CH2:101][C@@H:102]([OH:106])[CH:103]([CH3:105])[CH3:104])[CH3:99])[CH2:89][C@@H:88]([OH:114])[CH2:87]1 |f:1.2,6.7|. Procedure: Using 1α,3β-bis(tert-butyldimethylsilyloxy)-20(R)-hydroxypregna-5,7,16-triene (79.0 mg, 0.141 mmol), potassium t-butoxide (190 mg, 1.69 mmol), dibenzo-18-crown-6(25.0 mg, 0.0694 mmol), toluene (4.5 ml) and (S)-(+)-1,2-epoxy-3-ethylbutane (0.15 ml, 1.43 mmol), alkylation reaction (108° C., 1 hour) and work up were performed by the same procedure as in Example 119, and then the residue was separated by preparative thin layer chromatography (0.5 mm×3, hexane:dichloromethane:ethyl acetate=45:5:2, de... Starting materials: CCN=C=NCCCN(C)C, COC(=O)C1(C(=O)O)CC1, CN(C)c1ccncc1, Cl, CN(C)C=O, O, On1nnc2ccccc21, Nc1ccc(-c2ccccc2)cc1. Product: COC(=O)C1(C(=O)Nc2ccc(-c3ccccc3)cc2)CC1. RXN SMILES: [CH3:11][CH2:12][N:13]=[C:14]=[N:15][CH2:16][CH2:17][CH2:18][N:19]([CH3:20])[CH3:21].[CH3:36][O:37][C:38](=[O:39])[C:40]1([C:43](=[O:44])[OH:45])[CH2:41][CH2:42]1.[CH3:46][N:47]([c:48]1[cH:49][cH:50][n:51][cH:52][cH:53]1)[CH3:54].[ClH:22].[O:55]=[CH:56][N:57]([CH3:58])[CH3:59].[OH2:60].[OH:1][n:2]1[c:3]2[c:4]([cH:5][cH:6][cH:7][cH:8]2)[n:9][n:10]1.[c:23]1(-[c:30]2[cH:31][cH:32][cH:33][cH:34][cH:35]2)[cH:24][cH:25][c:26]([NH2:29])[cH:27][cH:28]1>>[c:23]1(-[c:30]2[cH:31][cH:32][cH:33][cH:34][cH:35]2)[cH:24][cH:25][c:26]([NH:29][C:43]([C:40]2([C:38]([O:37][CH3:36])=[O:39])[CH2:41][CH2:42]2)=[O:44])[cH:27][cH:28]1. Reactants: O=C(O)c1ccc2cc(OCc3ccccc3)ccc2c1, Cc1ccccc1, O=C(Cl)C(=O)Cl. Product: O=C(Cl)c1ccc2cc(OCc3ccccc3)ccc2c1. RXN SMILES: [CH2:1]([c:2]1[cH:3][cH:4][cH:5][cH:6][cH:7]1)[O:8][c:9]1[cH:10][c:11]2[cH:12][cH:13][c:14]([C:19](=[O:20])[OH:21])[cH:15][c:16]2[cH:17][cH:18]1.[CH3:28][c:29]1[cH:30][cH:31][cH:32][cH:33][cH:34]1.[Cl:22][C:23]([C:24]([Cl:25])=[O:26])=[O:27]>>[CH2:1]([c:2]1[cH:3][cH:4][cH:5][cH:6][cH:7]1)[O:8][c:9]1[cH:10][c:11]2[cH:12][cH:13][c:14]([C:19](=[O:21])[Cl:22])[cH:15][c:16]2[cH:17][cH:18]1.